Dataset: the Open Reaction Database (ORD), a public repository of structured organic reaction records. Task: describe an organic reaction: reactants, conditions, products, and yield Starting materials: FC(C(=O)NCCCC1=CC(=CC=C1)C#CC(C(C)C)(C(C)C)O)(F)F (2,2,2-trifluoro-N-(3-(3-(3-hydroxy-3-isopropyl-4-methylpent-1-ynyl)phenyl)propyl)acetamide), C(Cl)Cl (CH2Cl2), N (NH3). Run in CO (MeOH). The product is NCCCC=1C=C(C=CC1)C#CC(C(C)C)(O)C(C)C (1-(3-(3-aminopropyl)phenyl)-3-isopropyl-4-methylpent-1-yn-3-ol). Reaction SMILES: FC(F)(F)C([NH:5][CH2:6][CH2:7][CH2:8][C:9]1[CH:14]=[CH:13][CH:12]=[C:11]([C:15]#[C:16][C:17]([OH:24])([CH:21]([CH3:23])[CH3:22])[CH:18]([CH3:20])[CH3:19])[CH:10]=1)=O.C(Cl)Cl.N>CO>[NH2:5][CH2:6][CH2:7][CH2:8][C:9]1[CH:10]=[C:11]([C:15]#[C:16][C:17]([CH:21]([CH3:23])[CH3:22])([OH:24])[CH:18]([CH3:20])[CH3:19])[CH:12]=[CH:13][CH:14]=1. Procedure: Deprotection of 2,2,2-trifluoro-N-(3-(3-(3-hydroxy-3-isopropyl-4-methylpent-1-ynyl)phenyl)propyl)acetamide following the method used in Example 2 followed by flash chromatography (9:1 CH2Cl2: 7 M NH3 in MeOH) gave 1-(3-(3-aminopropyl)phenyl)-3-isopropyl-4-methylpent-1-yn-3-ol as a clear oil. Yield (0.835 g, 82%): 1H NMR (400 MHz, DMSO-d6) δ 7.15-7.26 (m, 4H), 4.82 (br s, 1H), 2.56 (t, J=7.6 Hz, 2H), 2.47-2.52 (m, 2H), 1.86 (quint, J=6.8 Hz, 2H), 1.59 (quint, J=6.8 Hz, 2H), 1.56 (br.s, 2H), 1.05 ... Starting materials: O=C([O-])[O-], [Cl-], COc1ccc(Cn2nc(I)c3c(Oc4ccc(-c5cnc(Nc6ccccc6)n(C)c5=O)cc4F)ccnc32)cc1, [Li+], [Na+], [Na+], C1COCCO1, OB(O)c1ccc(F)cc1, c1ccc(P(c2ccccc2)(c2ccccc2)[Pd](P(c2ccccc2)(c2ccccc2)c2ccccc2)(P(c2ccccc2)(c2ccccc2)c2ccccc2)P(c2ccccc2)(c2ccccc2)c2ccccc2)cc1. Product: COc1ccc(Cn2nc(-c3ccc(F)cc3)c3c(Oc4ccc(-c5cnc(Nc6ccccc6)n(C)c5=O)cc4F)ccnc32)cc1. RXN SMILES: [C:61](=[O:62])([O-:63])[O-:64].[Cl-:54].[F:1][c:2]1[cH:3][c:4](-[c:28]2[c:29](=[O:42])[n:30]([CH3:41])[c:31]([NH:34][c:35]3[cH:36][cH:37][cH:38][cH:39][cH:40]3)[n:32][cH:33]2)[cH:5][cH:6][c:7]1[O:8][c:9]1[c:10]2[c:11]([n:12][cH:13][cH:14]1)[n:15]([CH2:19][c:20]1[cH:21][cH:22][c:23]([O:26][CH3:27])[cH:24][cH:25]1)[n:16][c:17]2[I:18].[Li+:53].[Na+:65].[Na+:66].[O:55]1[CH2:56][CH2:57][O:58][CH2:59][CH2:60]1.[OH:43][B:44]([OH:45])[c:46]1[cH:47][cH:48][c:49]([F:50])[cH:51][cH:52]1.[cH:67]1[cH:68][cH:69][c:70]([P:71]([Pd:72]([P:73]([c:74]2[cH:75][cH:76][cH:77][cH:78][cH:79]2)([c:80]2[cH:81][cH:82][cH:83][cH:84][cH:85]2)[c:86]2[cH:87][cH:88][cH:89][cH:90][cH:91]2)([P:92]([c:93]2[cH:94][cH:95][cH:96][cH:97][cH:98]2)([c:99]2[cH:100][cH:101][cH:102][cH:103][cH:104]2)[c:105]2[cH:106][cH:107][cH:108][cH:109][cH:110]2)[P:111]([c:112]2[cH:113][cH:114][cH:115][cH:116][cH:117]2)([c:118]2[cH:119][cH:120][cH:121][cH:122][cH:123]2)[c:124]2[cH:125][cH:126][cH:127][cH:128][cH:129]2)([c:130]2[cH:131][cH:132][cH:133][cH:134][cH:135]2)[c:136]2[cH:137][cH:138][cH:139][cH:140][cH:141]2)[cH:142][cH:143]1>>[F:1][c:2]1[cH:3][c:4](-[c:28]2[c:29](=[O:42])[n:30]([CH3:41])[c:31]([NH:34][c:35]3[cH:36][cH:37][cH:38][cH:39][cH:40]3)[n:32][cH:33]2)[cH:5][cH:6][c:7]1[O:8][c:9]1[c:10]2[c:11]([n:12][cH:13][cH:14]1)[n:15]([CH2:19][c:20]1[cH:21][cH:22][c:23]([O:26][CH3:27])[cH:24][cH:25]1)[n:16][c:17]2-[c:46]1[cH:47][cH:48][c:49]([F:50])[cH:51][cH:52]1. Reactants: NC1=CC=CC=C1 (aniline), [N+](=O)([O-])C1=CC=C(C(=O)O)C=C1 (4-nitrobenzoic acid). The product is [N+](=O)([O-])C1=CC=C(C(=O)NC2=CC=CC=C2)C=C1 (4-Nitro-N-(phenyl)benzamide). Yield: 97.5%. RXN SMILES: [NH2:1][C:2]1[CH:7]=[CH:6][CH:5]=[CH:4][CH:3]=1.[N+:8]([C:11]1[CH:19]=[CH:18][C:14]([C:15]([OH:17])=O)=[CH:13][CH:12]=1)([O-:10])=[O:9]>>[N+:8]([C:11]1[CH:12]=[CH:13][C:14]([C:15]([NH:1][C:2]2[CH:7]=[CH:6][CH:5]=[CH:4][CH:3]=2)=[O:17])=[CH:18][CH:19]=1)([O-:10])=[O:9]. Procedure details: Using aniline (1.50 ml, 16.5 mmol) and 4-nitrobenzoic acid (1.77 g, 10.5 mmol), the procedure of Reference Example 16 was repeated to obtain 2.48 g (97.5%) of the title compound in the form of colorless powder. RXN SMILES: C([S:4][CH:5]1[CH2:8][N:7]([C:9]2[S:10][CH:11]=[C:12]([CH2:14][N:15]3[C:19](=[O:20])[CH2:18][CH2:17][C:16]3=[O:21])[N:13]=2)[CH2:6]1)(=O)C.C(O)(=O)C.NN.C1(P(O[C:43]2[C@H:44]([CH3:67])[C@H:45]3[C@@H:62]([C@H:63]([OH:65])[CH3:64])[C:61](=[O:66])[N:46]3[C:47]=2[C:48]([O:50][CH2:51][C:52]2[CH:57]=[CH:56][C:55]([N+:58]([O-:60])=[O:59])=[CH:54][CH:53]=2)=[O:49])(C2C=CC=CC=2)=O)C=CC=CC=1.C(N(C(C)C)CC)(C)C.C(=O)([O-])O.[Na+]>CN(C)C=O.C(#N)C.C(OCC)(=O)C>[C:16]1(=[O:21])[N:15]([CH2:14][C:12]2[N:13]=[C:9]([N:7]3[CH2:8][CH:5]([S:4][C:43]4[C@H:44]([CH3:67])[C@@H:45]5[C@@H:62]([C@H:63]([OH:65])[CH3:64])[C:61](=[O:66])[N:46]5[C:47]=4[C:48]([O:50][CH2:51][C:52]4[CH:53]=[CH:54][C:55]([N+:58]([O-:60])=[O:59])=[CH:56][CH:57]=4)=[O:49])[CH2:6]3)[S:10][CH:11]=2)[C:19](=[O:20])[CH2:18][CH2:17]1 |f:1.2,5.6|. Starting materials: C1(=CC=CC=C1)P(=O)(C1=CC=CC=C1)OC=1[C@@H]([C@@H]2N(C1C(=O)OCC1=CC=C(C=C1)[N+](=O)[O-])C([C@@H]2[C@@H](C)O)=O)C (p-nitrobenzyl (1R,5S,6S)-2-(diphenylphosphoryloxy)-6-[(R)-1-hydroxyethyl]-1-methylcarbapen-2-em-3-carboxylate), C(C)(C)N(CC)C(C)C (diisopropylethylamine), C(C)(=O)SC1CN(C1)C=1SC=C(N1)CN1C(CCC1=O)=O (3-acetylthio-1-(4-succinimidomethyl-1,3-thiazol-2-yl)azetidine), C(C)(=O)O.NN (hydrazine acetate), C(O)([O-])=O.[Na+] (sodium hydrogencarbonate). Run at time 1 hour. The solvent is C(C)#N (acetonitrile), CN(C=O)C (dimethylformamide), C(C)(=O)OCC (ethyl acetate). The yield is 46.0%. Product: C1(CCC(N1CC=1N=C(SC1)N1CC(C1)SC=1[C@@H]([C@H]2N(C1C(=O)OCC1=CC=C(C=C1)[N+](=O)[O-])C([C@@H]2[C@@H](C)O)=O)C)=O)=O (p-nitrobenzyl (1R,5S,6S)-2-[1-(4-succinimidomethyl-1,3-thiazol-2-yl)azetidin-3-yl]thio-6-[(R)-1-hydroxyethyl]-1-methylcarbapen-2-em-3-carboxylate). Reported procedure: To a solution of 3-acetylthio-1-(4-succinimidomethyl-1,3-thiazol-2-yl)azetidine (238 mg, 0.73 mmol) (obtained as described in Reference Example 69) in dimethylformamide (7 ml) was added hydrazine acetate (81 mg, 0.88 mmol) at room temperature under an atmosphere of nitrogen and the mixture was stirred for 1 hour. After checking the completion of the reaction, a solution of p-nitrobenzyl (1R,5S,6S)-2-(diphenylphosphoryloxy)-6-[(R)-1-hydroxyethyl]-1-methylcarbapen-2-em-3-carboxylate (523 mg, 0.88 ... RXN SMILES: [CH3:1][CH2:2][CH2:3][CH2:4][CH2:5][CH2:6][CH2:7][CH2:8][CH2:9][CH2:10][CH:11]([OH:12])[C:13]([OH:14])=[O:15].[c:16]1([CH3:26])[cH:17][cH:18][c:19]([S:22](=[O:23])(=[O:24])[Cl:25])[cH:20][cH:21]1.[cH:27]1[cH:28][cH:29][n:30][cH:31][cH:32]1>>[CH3:1][CH2:2][CH2:3][CH2:4][CH2:5][CH2:6][CH2:7][CH2:8][CH2:9][CH2:10][CH:11]([O:12][S:22]([c:19]1[cH:18][cH:17][c:16]([CH3:26])[cH:21][cH:20]1)(=[O:23])=[O:24])[C:13]([OH:14])=[O:15]. Reactants: CCCCCCCCCCC(O)C(=O)O, Cc1ccc(S(=O)(=O)Cl)cc1, c1ccncc1. Product: CCCCCCCCCCC(OS(=O)(=O)c1ccc(C)cc1)C(=O)O. Starting materials: ClCC(=O)NC1=C2C(N(CC2=C(C=C1)Cl)[C@H](CS(=O)(=O)C)C1=CC(=C(C=C1)OC)OCC)=O ((1S)-2-chloro-N-{7-chloro-2-[1-(3-ethoxy-4-methoxy-phenyl)-2-methanesulfonyl-ethyl]-3-oxo-2,3-dihydro-1H-isoindol-4-yl}-acetamide), CNC (dimethylamine), Cl (HCl). Run in CC#N (CH3CN), CCOCC (ether). Reaction conditions: temperature 70 celsius. Product: ClC=1C=CC(=C2C(N(CC12)[C@H](CS(=O)(=O)C)C1=CC(=C(C=C1)OC)OCC)=O)NC(CN(C)C)=O ((1S)-N-{7-chloro-2-[1-(3-ethoxy-4-methoxy-phenyl)-2-methanesulfonyl-ethyl]-3-oxo-2,3-dihydro-1H-isoindol-4-yl}-2-dimethylamino-acetamide). As a reaction SMILES: Cl[CH2:2][C:3]([NH:5][C:6]1[CH:14]=[CH:13][C:12]([Cl:15])=[C:11]2[C:7]=1[C:8](=[O:33])[N:9]([C@@H:16]([C:22]1[CH:27]=[CH:26][C:25]([O:28][CH3:29])=[C:24]([O:30][CH2:31][CH3:32])[CH:23]=1)[CH2:17][S:18]([CH3:21])(=[O:20])=[O:19])[CH2:10]2)=[O:4].[CH3:34][NH:35][CH3:36].Cl>CC#N.CCOCC>[Cl:15][C:12]1[CH:13]=[CH:14][C:6]([NH:5][C:3](=[O:4])[CH2:2][N:35]([CH3:36])[CH3:34])=[C:7]2[C:11]=1[CH2:10][N:9]([C@@H:16]([C:22]1[CH:27]=[CH:26][C:25]([O:28][CH3:29])=[C:24]([O:30][CH2:31][CH3:32])[CH:23]=1)[CH2:17][S:18]([CH3:21])(=[O:19])=[O:20])[C:8]2=[O:33]. Reported procedure: To a solution of (1S)-2-chloro-N-{7-chloro-2-[1-(3-ethoxy-4-methoxy-phenyl)-2-methanesulfonyl-ethyl]-3-oxo-2,3-dihydro-1H-isoindol-4-yl}-acetamide (400 mg, 0.78 mmol) in CH3CN (10 ml) was added dimethylamine (2N in MeOH, 1.6 ml, 3.2 mmol). The mixture was heated at 70° C. for 2 hrs. The reaction mixture was concentrated on rota-vap and extracted with water (50 ml) and EtOAc (50 ml). The organic layer was washed with water (50 ml), brine (25 ml), dried over Na2SO4 and concentrated. The resulted o... Starting materials: BrC1=CC=C(C=C1)/C=C/C(=O)OCC ((E)-ethyl 3-(4-bromo-phenyl)-acrylate), ClC=1C=C(C=C(C1)Cl)B(O)O (3,5-dichlorobenzene boronic acid). The product is ClC=1C=C(C=C(C1)Cl)C1=CC=C(C=C1)/C=C/C(=O)OCC ((E)-ethyl 3-(3′,5′-dichloro-biphenyl-4-yl)-acrylate). Reaction SMILES: Br[C:2]1[CH:7]=[CH:6][C:5](/[CH:8]=[CH:9]/[C:10]([O:12][CH2:13][CH3:14])=[O:11])=[CH:4][CH:3]=1.[Cl:15][C:16]1[CH:17]=[C:18](B(O)O)[CH:19]=[C:20]([Cl:22])[CH:21]=1>>[Cl:15][C:16]1[CH:17]=[C:18]([C:2]2[CH:7]=[CH:6][C:5](/[CH:8]=[CH:9]/[C:10]([O:12][CH2:13][CH3:14])=[O:11])=[CH:4][CH:3]=2)[CH:19]=[C:20]([Cl:22])[CH:21]=1. Procedure details: The colourless solid (E)-ethyl 3-(3′,5′-dichloro-biphenyl-4-yl)-acrylate was prepared from (E)-ethyl 3-(4-bromo-phenyl)-acrylate (example 71a) and 3,5-dichlorobenzene boronic acid by a procedure analogous to that described in example 52a. Reactants: CC(C)O, ClC(Cl)Cl, COc1ccc(CCNC(=O)C2(c3ccc(Cl)cc3Cl)CC2)cc1F. Reaction SMILES: [CH3:26][CH:27]([OH:28])[CH3:29].[CH:30]([Cl:31])([Cl:32])[Cl:33].[F:1][c:2]1[cH:3][c:4]([CH2:10][CH2:11][NH:12][C:13](=[O:14])[C:15]2([c:18]3[c:19]([Cl:25])[cH:20][c:21]([Cl:24])[cH:22][cH:23]3)[CH2:16][CH2:17]2)[cH:5][cH:6][c:7]1[O:8][CH3:9]>>[F:1][c:2]1[cH:3][c:4]2[c:5]([cH:6][c:7]1[O:8][CH3:9])[C:13]([C:15]1([c:18]3[c:19]([Cl:25])[cH:20][c:21]([Cl:24])[cH:22][cH:23]3)[CH2:16][CH2:17]1)=[N:12][CH2:11][CH2:10]2. Yields the product COc1cc2c(cc1F)CCN=C2C1(c2ccc(Cl)cc2Cl)CC1. As a reaction SMILES: [Cl:1][C:2]1[C:3]([S:8][CH2:9][C:10]([OH:12])=O)=[N:4][CH:5]=[CH:6][CH:7]=1.[CH3:13][C:14]1[CH:15]=[CH:16][CH:17]=[C:18]2[C:23]=1[NH:22][CH2:21][CH2:20][CH2:19]2.CCN=C=NCCCN(C)C>C1COCC1.CN(C1C=CN=CC=1)C.C(Cl)Cl>[Cl:1][C:2]1[C:3]([S:8][CH2:9][C:10]([N:22]2[C:23]3[C:18](=[CH:17][CH:16]=[CH:15][C:14]=3[CH3:13])[CH2:19][CH2:20][CH2:21]2)=[O:12])=[N:4][CH:5]=[CH:6][CH:7]=1. Reagents/catalysts: CN(C)C=1C=CN=CC1 (DMAP). Isolated yield 33.0%. Reported procedure: To a solution of (3-chloro-pyridin-2-ylsulfanyl)-acetic acid (19, 0.27 g, 1.3 mmol) in 12 mL of dry THF at 0° C. was added neat 8-methyl-1,2,3,4-tetrahydroquinolin (0.20 g, 1.3 mmol) followed by addition of DMAP (0.19 g, 1.6 mmol) and EDCI (0.31 g, 1.6 mmol). The reaction was stirred for 20 h at room temperature under N2. The reaction mixture was diluted with 50 mL of CH2Cl2, washed with H2O, 10% citric acid, NaHCO3 (saturated), brine, dried over Na2SO4 and concentrated. The crude was purified b... Run in C1CCOC1 (THF), C(Cl)Cl (CH2Cl2). Yields the product ClC=1C(=NC=CC1)SCC(=O)N1CCCC2=CC=CC(=C12)C (2-(3-Chloro-pyridin-2-ylsulfanyl)-1-(8-methyl-3,4-dihydro-2H-quinolin-1-yl)-ethanone). Run at time 20 hour. The reactants are CCN=C=NCCCN(C)C (EDCI), ClC=1C(=NC=CC1)SCC(=O)O ((3-Chloro-pyridin-2-ylsulfanyl)-acetic acid), CC=1C=CC=C2CCCNC12 (8-methyl-1,2,3,4-tetrahydroquinolin). The reactants are C(C1=CC=CC=C1)OC=1C(=NC=CC1)CCC(=O)N (3-(3-Benzyloxy-2-pyridinyl)propanamide), BrCC(CC)=O (1-bromo-2-butanone), C(O)([O-])=O.[Na+] (sodium hydrogencarbonate), CCCCCC (hexane). Run in CC(=O)CC (methylethylketone). Yields the product C(C1=CC=CC=C1)OC1=CC=CN2C=C(C(=C12)CC(=O)N)CC (2-(8-Benzyloxy-2-ethylindolizin-1-yl)acetamide). Isolated yield 48.2%. Reaction SMILES: [CH2:1]([O:8][C:9]1[C:10]([CH2:15][CH2:16][C:17]([NH2:19])=[O:18])=[N:11][CH:12]=[CH:13][CH:14]=1)[C:2]1[CH:7]=[CH:6][CH:5]=[CH:4][CH:3]=1.Br[CH2:21][C:22](=O)[CH2:23][CH3:24].C(=O)([O-])O.[Na+].CCCCCC>CC(CC)=O>[CH2:1]([O:8][C:9]1[C:10]2[N:11]([CH:21]=[C:22]([CH2:23][CH3:24])[C:15]=2[CH2:16][C:17]([NH2:19])=[O:18])[CH:12]=[CH:13][CH:14]=1)[C:2]1[CH:7]=[CH:6][CH:5]=[CH:4][CH:3]=1 |f:2.3|. Procedure details: A mixture of the pyridine derivative (16, 4.00 g, 15.6 m mol), 1-bromo-2-butanone (3.53 g, 23.4 m mol) and sodium hydrogencarbonate (6.55 g, 78 m mol) in methylethylketone (30 ml) was heated under reflux for 60 hours. The solid was filtered off. The volatile materials were removed by distillation under reduced pressure. The residue was chromatographed on silica gel eluting with hexane:ethyl acetate (1:2) and with ethyl acetate. The first fraction was crystallized from benzene:hexane to give 2.32...